Dataset: the Open Reaction Database (ORD), a public repository of structured organic reaction records. Task: describe an organic reaction: reactants, conditions, products, and yield The reactants are COC(=O)C=1SC(=CC1)C(=O)O (thiophene-2,5-dicarboxylic acid monomethyl ester), ON1N=NC2=C1C=CC=C2 (1-hydroxybenzotriazole), Cl.CN(CCCN=C=NCC)C (1-[3-(dimethylamino)propyl]-3-ethylcarbodiimide hydrocloride), Compound XXIII, Compound XXIV, C(=O)(OC(C)(C)C)NC(=NCCN)NC(=O)OC(C)(C)C (N,N′-Bis-(Boc)-N″-(2-Amino-ethyl)-guanidine), CN1CCOCC1 (NMM). Run in CN(C)C=O (DMF), CN(C)C=O (DMF). Conditions: time 16 hour. Yields the product Cl.Cl.COC(C(CN)NC1=NC=CC=N1)=O (3-Amino-2-(pyrimidin-2-ylamino)-propionic acid methyl ester bis hydrochloride salt), Compound XXVII. Isolated yield 94.0%. As a reaction SMILES: [CH3:1][O:2][C:3]([C:5]1SC(C(O)=O)=C[CH:9]=1)=[O:4].O[N:14]1C2C=CC=CC=2N=N1.[ClH:23].C[N:25](C)[CH2:26][CH2:27][CH2:28][N:29]=[C:30]=[N:31]CC.CN1CCOCC1.C(NC(NC(OC(C)(C)C)=O)=NCCN)(OC(C)(C)C)=O>CN(C=O)C>[ClH:23].[ClH:23].[CH3:1][O:2][C:3](=[O:4])[CH:5]([NH:31][C:30]1[N:25]=[CH:26][CH:27]=[CH:28][N:29]=1)[CH2:9][NH2:14] |f:2.3,7.8.9|. Procedure details: Now referring to Scheme K, to Compound XXIII: thiophene-2,5-dicarboxylic acid monomethyl ester (923 mg, 4.96 mmol) in DMF (10 ml) was added 1-hydroxybenzotriazole (HOBT) (870 mg, 6.45 mmol) followed by 1-[3-(dimethylamino)propyl]-3-ethylcarbodiimide hydrocloride (EDC) (1.23 g, 6.45 mmol) and (1.2 ml, 10.9 mmol) of NMM. Compound XXIV: N,N′-Bis-(Boc)-N″-(2-Amino-ethyl)-guanidine (6.45 mmol, 1.96 g) was then added in DMF(10 ml) to the reaction mixture which was then left to stir at room temperature... Reactants: CC(C)(C)OC(=O)NC1CCN(C(=O)c2ccccc2)C1, CI, CCOC(C)=O, [H-], [Na+], CN(C)C=O, O. Yields the product CN(C(=O)OC(C)(C)C)C1CCN(C(=O)c2ccccc2)C1. As a reaction SMILES: [C:1]([c:2]1[cH:3][cH:4][cH:5][cH:6][cH:7]1)(=[O:8])[N:9]1[CH2:10][CH:11]([NH:14][C:15]([O:16][C:17]([CH3:18])([CH3:19])[CH3:20])=[O:21])[CH2:12][CH2:13]1.[CH3:24][I:25].[CH3:32][CH2:33][O:34][C:35]([CH3:36])=[O:37].[H-:23].[Na+:22].[O:27]=[CH:28][N:29]([CH3:30])[CH3:31].[OH2:26]>>[C:1]([c:2]1[cH:3][cH:4][cH:5][cH:6][cH:7]1)(=[O:8])[N:9]1[CH2:10][CH:11]([N:14]([C:15]([O:16][C:17]([CH3:18])([CH3:19])[CH3:20])=[O:21])[CH3:24])[CH2:12][CH2:13]1. The reactants are N1C(=CC2=CC=CC=C12)C(=O)OC (methyl 1H-indole-2-carboxylate), BrC1=NC=CC=C1 (2-bromopyridine), C([O-])([O-])=O.[K+].[K+] (potassium carbonate). Reagents/catalysts: [Cu]=O (copper (II) oxide). Run in N1=CC=CC=C1 (pyridine). The product is N1=C(C=CC=C1)N1C(=CC2=CC=CC=C12)C(=O)OC (Methyl 1-(2-pyridyl)-1H-indole-2-carboxylate). Yield: 30.0%. As a reaction SMILES: [NH:1]1[C:9]2[C:4](=[CH:5][CH:6]=[CH:7][CH:8]=2)[CH:3]=[C:2]1[C:10]([O:12][CH3:13])=[O:11].Br[C:15]1[CH:20]=[CH:19][CH:18]=[CH:17][N:16]=1.C(=O)([O-])[O-].[K+].[K+]>N1C=CC=CC=1.[Cu]=O>[N:16]1[CH:17]=[CH:18][CH:19]=[CH:20][C:15]=1[N:1]1[C:9]2[C:4](=[CH:5][CH:6]=[CH:7][CH:8]=2)[CH:3]=[C:2]1[C:10]([O:12][CH3:13])=[O:11] |f:2.3.4|. Procedure details: A suspension of methyl 1H-indole-2-carboxylate (5.04 g), 2-bromopyridine (3.3 ml), potassium carbonate (7.9 g) and copper (II) oxide (3.9 g) in dry pyridine (80 ml) was heated under reflux for 48 hours. The solvent was removed in vacuo and dichloromethane added to the residue. After filtration the solvent was removed once again in vacuo and the resultant brown oil purified by column chromatography on silica eluting with diethyl ether in petroleum ether (bp 40°-60° C.). Methyl 1-(2-pyridyl)-1H-in...